From a dataset of the Open Reaction Database (ORD), a public repository of structured organic reaction records. describe an organic reaction: reactants, conditions, products, and yield Starting materials: CN(C)C=O, CCOC(C)=O, FC(F)=C(F)C(F)(F)F, [K], O=[N+]([O-])c1ccc(O)cc1, O, O. The product is O=[N+]([O-])c1ccc(OC(F)(F)C(F)C(F)(F)F)cc1. As a reaction SMILES: [CH3:13][N:14]([CH3:15])[CH:16]=[O:17].[CH3:28][CH2:29][O:30][C:31](=[O:32])[CH3:33].[F:18][C:19]([C:20](=[C:21]([F:22])[F:23])[F:24])([F:25])[F:26].[K:12].[N+:1](=[O:2])([O-:3])[c:4]1[cH:5][cH:6][c:7]([OH:10])[cH:8][cH:9]1.[OH2:11].[OH2:27]>>[N+:1](=[O:2])([O-:3])[c:4]1[cH:5][cH:6][c:7]([O:10][C:21]([CH:20]([C:19]([F:18])([F:25])[F:26])[F:24])([F:22])[F:23])[cH:8][cH:9]1. The reactants are FC1=C(C(=CC=C1O)F)C(=O)N (2,6-difluoro-3-hydroxybenzenecarboxamide), C(=O)([O-])[O-].[K+].[K+] (K2CO3), BrCC(=O)OC (methyl bromoacetate). Solvent: CN(C)C=O (DMF), O (water). Conditions: time 18 hour. Product: NC(=O)C=1C(=C(OCC(=O)OC)C=CC1F)F (Methyl 2-[3-(aminocarbonyl)-2,4-difluorophenoxy]acetate). Reaction SMILES: [F:1][C:2]1[C:7]([OH:8])=[CH:6][CH:5]=[C:4]([F:9])[C:3]=1[C:10]([NH2:12])=[O:11].C([O-])([O-])=O.[K+].[K+].Br[CH2:20][C:21]([O:23][CH3:24])=[O:22]>CN(C=O)C.O>[NH2:12][C:10]([C:3]1[C:2]([F:1])=[C:7]([CH:6]=[CH:5][C:4]=1[F:9])[O:8][CH2:20][C:21]([O:23][CH3:24])=[O:22])=[O:11] |f:1.2.3|. Reported procedure: A mixture of 2,6-difluoro-3-hydroxybenzenecarboxamide (1.2 g, 7 mmol, 1 equiv.), K2CO3 (2.87 g, 21 mmol, 3 equiv.) and methyl bromoacetate (0.69 ml, 7.35 mmol, 1.05 equiv.) in DMF (30 ml) was stirred at r.t. for 18 h. The mixture was diluted with water and extracted with EtOAc (4×80 ml). The combined organic extracts were dried (MgSO4) and evaporated to dryness under reduced pressure. The product was used crude on the next step. HPLC-MS (method 1): m/z 246 [M+H]+, Rt=2.08 min. The reactants are Cc1ccccc1, O=C(N1CCc2ccc(Cl)c(OS(=O)(=O)C(F)(F)F)c2CC1)C(F)(F)F, CC(Oc1ccc(CN)cc1)C(F)(F)F. Yields the product CC(Oc1ccc(CNc2c(Cl)ccc3c2CCN(C(=O)C(F)(F)F)CC3)cc1)C(F)(F)F. RXN SMILES: [CH3:42][c:43]1[cH:44][cH:45][cH:46][cH:47][cH:48]1.[Cl:1][c:2]1[c:3]([O:19][S:20]([C:21]([F:22])([F:23])[F:24])(=[O:25])=[O:26])[c:4]2[c:5]([cH:17][cH:18]1)[CH2:6][CH2:7][N:8]([C:11]([C:12]([F:13])([F:14])[F:15])=[O:16])[CH2:9][CH2:10]2.[F:27][C:28]([CH:29]([O:30][c:31]1[cH:32][cH:33][c:34]([CH2:35][NH2:36])[cH:37][cH:38]1)[CH3:39])([F:40])[F:41]>>[Cl:1][c:2]1[c:3]([NH:36][CH2:35][c:34]2[cH:33][cH:32][c:31]([O:30][CH:29]([C:28]([F:27])([F:40])[F:41])[CH3:39])[cH:38][cH:37]2)[c:4]2[c:5]([cH:17][cH:18]1)[CH2:6][CH2:7][N:8]([C:11]([C:12]([F:13])([F:14])[F:15])=[O:16])[CH2:9][CH2:10]2. Starting materials: ClC=1C=C(C=CC1)NC1=NC=CC(=N1)C1=CC(=NC=C1)Cl (N-(3-chloro-phenyl)-4-(2-chloro-4-pyridyl)-2-pyrimidineamine), C(CCO)O (1,3-propanediol), CN(C=O)C (dimethylformamide). Product: ClC=1C=C(C=CC1)NC1=NC=CC(=N1)C1=CC(=NC=C1)N(C)C (N-(3-chloro-phenyl)-4-(2-dimethylamino-4-pyridyl)-2-pyrimidineamine). As a reaction SMILES: [Cl:1][C:2]1[CH:3]=[C:4]([NH:8][C:9]2[N:14]=[C:13]([C:15]3[CH:20]=[CH:19][N:18]=[C:17](Cl)[CH:16]=3)[CH:12]=[CH:11][N:10]=2)[CH:5]=[CH:6][CH:7]=1.C(O)CCO.[CH3:27][N:28](C)[CH:29]=O>>[Cl:1][C:2]1[CH:3]=[C:4]([NH:8][C:9]2[N:14]=[C:13]([C:15]3[CH:20]=[CH:19][N:18]=[C:17]([N:28]([CH3:29])[CH3:27])[CH:16]=3)[CH:12]=[CH:11][N:10]=2)[CH:5]=[CH:6][CH:7]=1. Reported procedure: 300 mg (0.95 mmol) of N-(3-chloro-phenyl)-4-(2-chloro-4-pyridyl)-2-pyrimidineamine (see Example 1), 5.3 ml of 1,3-propanediol and 3.0 ml of dimethylformamide are stirred for 43 hours at 105°. After concentration and repeated chromatography (methylene chloride:methanol=98:2) N-(3-chloro-phenyl)-4-(2-dimethylamino-4-pyridyl)-2-pyrimidineamine is obtained; m.p. 176°-178°, FAB-MS: 326 (M+ +H). The reactants are [Li+].[Cl-] (LiCl), C(CCC)[Sn](C1=NC=CC=C1)(CCCC)CCCC (2-tri-n-butylstannylpyridine), BrC1=CC=C(C=C1)C[C@@H](C(=O)OCC1=CC=CC=C1)N(CC1=CC=CC=C1)CC1=CC=CC=C1 (benzyl(2S)-3-(4-bromophenyl)-2-(dibenzylamino)propanoate). The reagents and catalysts are C=1C=CC(=CC1)[P](C=2C=CC=CC2)(C=3C=CC=CC3)[Pd]([P](C=4C=CC=CC4)(C=5C=CC=CC5)C=6C=CC=CC6)([P](C=7C=CC=CC7)(C=8C=CC=CC8)C=9C=CC=CC9)[P](C=1C=CC=CC1)(C=1C=CC=CC1)C=1C=CC=CC1 (tetrakis(triphenylphosphine)palladium(0)). Solvent: CN(C)C=O (DMF). Run at temperature 80 celsius. The product is C(C1=CC=CC=C1)N([C@H](C(=O)OCC1=CC=CC=C1)CC1=CC=C(C=C1)C1=NC=CC=C1)CC1=CC=CC=C1 (benzyl(2S)-2-(dibenzylamino)-3-[4-(2-pyridinyl)phenyl]propanoate). The yield is 72.3%. Reaction SMILES: Br[C:2]1[CH:7]=[CH:6][C:5]([CH2:8][C@H:9]([N:20]([CH2:28][C:29]2[CH:34]=[CH:33][CH:32]=[CH:31][CH:30]=2)[CH2:21][C:22]2[CH:27]=[CH:26][CH:25]=[CH:24][CH:23]=2)[C:10]([O:12][CH2:13][C:14]2[CH:19]=[CH:18][CH:17]=[CH:16][CH:15]=2)=[O:11])=[CH:4][CH:3]=1.[Li+].[Cl-].C([Sn](CCCC)(CCCC)[C:42]1[CH:47]=[CH:46][CH:45]=[CH:44][N:43]=1)CCC>CN(C=O)C.C1C=CC([P]([Pd]([P](C2C=CC=CC=2)(C2C=CC=CC=2)C2C=CC=CC=2)([P](C2C=CC=CC=2)(C2C=CC=CC=2)C2C=CC=CC=2)[P](C2C=CC=CC=2)(C2C=CC=CC=2)C2C=CC=CC=2)(C2C=CC=CC=2)C2C=CC=CC=2)=CC=1>[CH2:21]([N:20]([CH2:28][C:29]1[CH:34]=[CH:33][CH:32]=[CH:31][CH:30]=1)[C@@H:9]([CH2:8][C:5]1[CH:6]=[CH:7][C:2]([C:42]2[CH:47]=[CH:46][CH:45]=[CH:44][N:43]=2)=[CH:3][CH:4]=1)[C:10]([O:12][CH2:13][C:14]1[CH:19]=[CH:18][CH:17]=[CH:16][CH:15]=1)=[O:11])[C:22]1[CH:27]=[CH:26][CH:25]=[CH:24][CH:23]=1 |f:1.2,^1:64,66,85,104|. Reported procedure: A solution containing the product from Example 23K (11.0 g, 20.5 mmol) in DMF (90 mL) was treated with LiCl (8 g, 188.7 mmol), tetrakis(triphenylphosphine)palladium(0) (5 g, 4.3 mmol), and 2-tri-n-butylstannylpyridine (22 g, 59.8 mmol), heated at 80° C. for 16 hours, cooled, filtered and concentrated. The residue was partitioned between ethyl acetate and water, and the organic phase was washed with brine and dried over MgSO4, filtered and concentrated. The residue was purified by chromatography ...